From a dataset of the Open Reaction Database (ORD), a public repository of structured organic reaction records. describe an organic reaction: reactants, conditions, products, and yield Reactants: ClC=1N=C(C=2CCCCC2C1C#N)C (3-Chloro-4-cyano-1-methyl-5,6,7,8-tetrahydroisoquinoline), C[O-].[Na+] (sodium methoxide), CN(C=O)C (dimethylformamide). The solvent is CO (methanol). Yields the product C(#N)C1=C(N=C(C=2CCCCC12)C)OC (4-cyano-3-methoxy-1-methyl-5,6,7,8-tetrahydroisoquinoline). As a reaction SMILES: Cl[C:2]1[N:3]=[C:4]([CH3:14])[C:5]2[CH2:6][CH2:7][CH2:8][CH2:9][C:10]=2[C:11]=1[C:12]#[N:13].C[O-].[Na+].CN(C)[CH:20]=[O:21]>CO>[C:12]([C:11]1[C:10]2[CH2:9][CH2:8][CH2:7][CH2:6][C:5]=2[C:4]([CH3:14])=[N:3][C:2]=1[O:21][CH3:20])#[N:13] |f:1.2|. Procedure details: 3-Chloro-4-cyano-1-methyl-5,6,7,8-tetrahydroisoquinoline (10.0 g) was refluxed with sodium methoxide (1.1 equiv) in a mixture of methanol (150 ml) and anhydrous dimethylformamide (20 ml) for 24 hr. The bulk of the solvent was evaporated under reduced pressure, water was added to the residue and the resulting mixture was extracted with ether. The dried (MgSO4) organic fraction was evaporated and the residue was purified by column chromatography over silica gel with dichloromethane elution to give...